This data is from the Open Reaction Database (ORD), a public repository of structured organic reaction records. The task is: describe an organic reaction: reactants, conditions, products, and yield The reactants are ClC1=NC=C(C(=N1)Cl)I (2,4-dichloro-5-iodopyrimidine), NCC1=CC=C(C=C1)S(=O)(=O)N (4-aminomethyl-benzenesulphonamide), CC1(OB(OC1(C)C)C=1SC=CC1)C (4,4,5,5-tetramethyl-2-(2-thienyl)-1,3,2-dioxaborolane). Product: ClC1=NC=C(C(=N1)NCC1=CC=C(C=C1)S(=O)(=O)N)C=1SC=CC1 (4-[(2-chloro-5-(2-thienyl)pyrimidine-4-ylamino)-methyl]-benzenesulphonamide). As a reaction SMILES: [Cl:1][C:2]1[N:7]=[C:6](Cl)[C:5](I)=[CH:4][N:3]=1.[NH2:10][CH2:11][C:12]1[CH:17]=[CH:16][C:15]([S:18]([NH2:21])(=[O:20])=[O:19])=[CH:14][CH:13]=1.CC1(C)C(C)(C)OB([C:30]2[S:31][CH:32]=[CH:33][CH:34]=2)O1>>[Cl:1][C:2]1[N:7]=[C:6]([NH:10][CH2:11][C:12]2[CH:13]=[CH:14][C:15]([S:18]([NH2:21])(=[O:19])=[O:20])=[CH:16][CH:17]=2)[C:5]([C:30]2[S:31][CH:32]=[CH:33][CH:34]=2)=[CH:4][N:3]=1. Procedure details: Preparation according to procedures 2 and 3 with the use of 2,4-dichloro-5-iodopyrimidine, 4-aminomethyl-benzenesulphonamide and 4,4,5,5-tetramethyl-2-(2-thienyl)-1,3,2-dioxaborolane.